This data is from the Open Reaction Database (ORD), a public repository of structured organic reaction records. The task is: describe an organic reaction: reactants, conditions, products, and yield Starting materials: C(C)(C)(C)OC(=O)NCC1CN(CC1)CCCN (3-(3-tert-Butoxycarbonylaminomethylpyrrolidin-1-yl)propylamine), C1(CCCCC1)C(=O)Cl (cyclohexanecarbonyl chloride), NC1=CC(=C(C(=O)O)C=C1Cl)OC (4-amino-5-chloro-2-methoxybenzoic acid). Product: NC1=CC(=C(C(=O)NCC2CN(CC2)CCCNC(=O)C2CCCCC2)C=C1Cl)OC (4-amino-5-chloro-N-(1-(3-cyclohexanecarbonylaminopropyl)pyrrolidin-3-ylmethyl)-2-methoxybenzamide). As a reaction SMILES: C(O[C:6]([NH:8][CH2:9][CH:10]1[CH2:14][CH2:13][N:12]([CH2:15][CH2:16][CH2:17][NH2:18])[CH2:11]1)=[O:7])(C)(C)C.[CH:19]1([C:25](Cl)=[O:26])[CH2:24][CH2:23][CH2:22][CH2:21][CH2:20]1.[NH2:28][C:29]1[C:37]([Cl:38])=[CH:36][C:32](C(O)=O)=[C:31]([O:39][CH3:40])[CH:30]=1>>[NH2:28][C:29]1[C:37]([Cl:38])=[CH:36][C:32]([C:6]([NH:8][CH2:9][CH:10]2[CH2:14][CH2:13][N:12]([CH2:15][CH2:16][CH2:17][NH:18][C:25]([CH:19]3[CH2:24][CH2:23][CH2:22][CH2:21][CH2:20]3)=[O:26])[CH2:11]2)=[O:7])=[C:31]([O:39][CH3:40])[CH:30]=1. Procedure details: 3-(3-tert-Butoxycarbonylaminomethylpyrrolidin-1-yl)propylamine (0.98g) as starting compound was reacted and treated in the same manner as in Example 1 using cyclohexanecarbonyl chloride (0.54 ml) and 4-amino-5-chloro-2-methoxybenzoic acid (0.77 g) to give 4-amino-5-chloro-N-(1-(3-cyclohexanecarbonylaminopropyl)pyrrolidin-3-ylmethyl)-2-methoxybenzamide. The reactants are C(CC)[C@@H]1CC[C@H](CC1)/C=C/CCC1CCC(CC1)O[Si](C(C)C)(C(C)C)C(C)C ((E)-(4-(trans-4-Propylcyclohexyl)but-3-en-1-yl)-4-triisopropylsilyloxycyclohexane), C1CCOC1 (THF), [F-].C(CCC)[N+](CCCC)(CCCC)CCCC (Tetrabutylammonium fluoride). Run in O (water). Reaction conditions: temperature 0 celsius, time 1 hour. Product: C(CC)[C@@H]1CC[C@H](CC1)/C=C/CCC1CCC(CC1)O ((E)-4-(4-(trans-4-propylcyclohexyl)but-3-en-1-yl)cyclohexanol). Isolated yield 88.4%. Reaction SMILES: [CH2:1]([C@H:4]1[CH2:9][CH2:8][C@H:7](/[CH:10]=[CH:11]/[CH2:12][CH2:13][CH:14]2[CH2:19][CH2:18][CH:17]([O:20][Si](C(C)C)(C(C)C)C(C)C)[CH2:16][CH2:15]2)[CH2:6][CH2:5]1)[CH2:2][CH3:3].C1COCC1.[F-].C([N+](CCCC)(CCCC)CCCC)CCC>O>[CH2:1]([C@H:4]1[CH2:9][CH2:8][C@H:7](/[CH:10]=[CH:11]/[CH2:12][CH2:13][CH:14]2[CH2:15][CH2:16][CH:17]([OH:20])[CH2:18][CH2:19]2)[CH2:6][CH2:5]1)[CH2:2][CH3:3] |f:2.3|. Reported procedure: (E)-(4-(trans-4-Propylcyclohexyl)but-3-en-1-yl)-4-triisopropylsilyloxycyclohexane (s43) (8.3 g) and THF (50 ml) were placed in a reaction vessel under an atmosphere of nitrogen, and cooled to 0° C. Tetrabutylammonium fluoride (TBAF; 1.0 M; in THF; 38.0 ml) was added in the temperature range of 0° C. to 5° C. After 1 hour of stirring at 0° C., the reaction mixture was allowed to come to room temperature, and the stirring was continued for another 8 hours. After the completion of the reaction had ...